This data is from the Open Reaction Database (ORD), a public repository of structured organic reaction records. The task is: describe an organic reaction: reactants, conditions, products, and yield Reactants: Cl.ClC=1C2=C(N=CN1)C=1C=CC=CC1N2 (4-Choroindolo[3,2-d]pyrimidine hydrochloride), BrC=1C=C(N)C=CC1 (3-bromoaniline). Solvent: C(C)O (ethanol). The product is Cl.BrC=1C=C(NC=2C3=C(N=CN2)C=2C=CC=CC2N3)C=CC1 (4-(3-bromoanilino)indolo[3,2-d]pyrimidine hydrochloride). Isolated yield 76.7%. Reaction SMILES: Cl.[Cl:2][C:3]1[C:4]2[NH:15][C:14]3[CH:13]=[CH:12][CH:11]=[CH:10][C:9]=3[C:5]=2[N:6]=[CH:7][N:8]=1.[Br:16][C:17]1[CH:18]=[C:19]([CH:21]=[CH:22][CH:23]=1)[NH2:20]>C(O)C>[ClH:2].[Br:16][C:17]1[CH:18]=[C:19]([CH:21]=[CH:22][CH:23]=1)[NH:20][C:3]1[C:4]2[NH:15][C:14]3[CH:13]=[CH:12][CH:11]=[CH:10][C:9]=3[C:5]=2[N:6]=[CH:7][N:8]=1 |f:0.1,4.5|. Procedure: 4-Choroindolo[3,2-d]pyrimidine hydrochloride (240 mg, 1 mmol) and 3-bromoaniline (0.33 mL, 3 mmol) in ethanol (3 mL) are heated at reflux under a nitrogen atmosphere for 2 h. Filtration and washing of the collected solids with ethanol, followed by recrystallization from DMF gives 4-(3-bromoanilino)indolo[3,2-d]pyrimidine hydrochloride (288 mg, 77%). 1H NMR (DMSO) δ12.73 (1H, s), 11.42 (1H, s), 9.02 (1H, s), 8.41 (1H, s), 8.28 (1H, d, J=7.9 Hz), 7.95-7.92 (1H, m), 7.84-7.82 (1H, d, J=8.6 Hz), 7.7...